From a dataset of the Open Reaction Database (ORD), a public repository of structured organic reaction records. describe an organic reaction: reactants, conditions, products, and yield The reactants are Brc1cc(Br)cc(Br)c1, N#Cc1ccc(N)cn1. The product is N#Cc1ccc(Nc2cc(Br)cc(Br)c2)cn1. RXN SMILES: [Br:10][c:11]1[cH:12][c:13]([Br:18])[cH:14][c:15]([Br:17])[cH:16]1.[NH2:1][c:2]1[cH:3][cH:4][c:5]([C:8]#[N:9])[n:6][cH:7]1>>[NH:1]([c:2]1[cH:3][cH:4][c:5]([C:8]#[N:9])[n:6][cH:7]1)[c:15]1[cH:14][c:13]([Br:18])[cH:12][c:11]([Br:10])[cH:16]1. Reactants: BrC1=CC=C(CN2C(=C(C3=CC(=CC=C23)OC)C[C@H](CC(=O)OC)C)C)C=C1 ((R)-Methyl 4-(1-(4-bromobenzyl)-5-methoxy-2-methyl-1H-indol-3-yl)-3-methylbutanoate), [OH-].[Na+] (NaOH). Solvent: C1CCOC1 (THF), CO (methanol). Yields the product BrC1=CC=C(CN2C(=C(C3=CC(=CC=C23)OC)C[C@H](CC(=O)O)C)C)C=C1 ((R)-(-)-4-(1-(4-Bromobenzyl)-5-methoxy-2-methyl-1H-indol-3-yl)-3-methylbutanoic acid). Isolated yield 84.0%. RXN SMILES: [Br:1][C:2]1[CH:28]=[CH:27][C:5]([CH2:6][N:7]2[C:15]3[C:10](=[CH:11][C:12]([O:16][CH3:17])=[CH:13][CH:14]=3)[C:9]([CH2:18][C@@H:19]([CH3:25])[CH2:20][C:21]([O:23]C)=[O:22])=[C:8]2[CH3:26])=[CH:4][CH:3]=1.[OH-].[Na+]>C1COCC1.CO>[Br:1][C:2]1[CH:28]=[CH:27][C:5]([CH2:6][N:7]2[C:15]3[C:10](=[CH:11][C:12]([O:16][CH3:17])=[CH:13][CH:14]=3)[C:9]([CH2:18][C@@H:19]([CH3:25])[CH2:20][C:21]([OH:23])=[O:22])=[C:8]2[CH3:26])=[CH:4][CH:3]=1 |f:1.2|. Reported procedure: To a solution of ester from Step 4 (75 mg) in THF (1.5 mL) and methanol (1.5 mL) there was added 1N aq. NaOH (1 mL) and the mixture was refluxed for 1 h. The mixture was concentrated until solids appeared, diluted with water and acidified with 1N aq. HCl (2 mL). The mixture was extracted twice with ether, the extracts washed twice with water, dried and evaporated to a solid residue which was triturated with hexane and filtered, affording the title compound as a cream colored solid (61 mg). [α]D ...